From a dataset of the Open Reaction Database (ORD), a public repository of structured organic reaction records. describe an organic reaction: reactants, conditions, products, and yield The reactants are C(C)(=O)Cl (acetylchloride), C(C)OC(C)=O.O (ethylacetate water), NC1=NC=C(C#N)C=C1 (6-Amino-nicotinonitrile), CCN(C(C)C)C(C)C (DIPEA). Run in C1CCOC1 (THF), C1CCOC1 (THF). Run at temperature 0 celsius, time 2 hour. The product is C(#N)C=1C=CC(=NC1)NC(C)=O (N-(5-Cyano-pyridin-2-yl)-acetamide). RXN SMILES: [NH2:1][C:2]1[CH:9]=[CH:8][C:5]([C:6]#[N:7])=[CH:4][N:3]=1.CCN(C(C)C)C(C)C.[C:19](Cl)(=[O:21])[CH3:20].C(OC(=O)C)C.O>C1COCC1>[C:6]([C:5]1[CH:8]=[CH:9][C:2]([NH:1][C:19](=[O:21])[CH3:20])=[N:3][CH:4]=1)#[N:7] |f:3.4|. Procedure details: 8 mmol of 6-Amino-nicotinonitrile were dissolved in THF. 2 eq of DIPEA were added. The reaction mixture was cooled to 0° C. and 1.0 eq of acetylchloride in THF added dropwise and the reaction stirred for 2 h. The product was isolated by extraction from ethylacetate/water. Reactants: N#CCBr, Br, CN(C)CCNC(=O)c1cccc2nc3ccc4c(O)cccc4c3nc12, CC(C)(C)[O-], CN(C)C=O, CCOC(C)=O, [K+]. Yields the product CN(C)CCNC(=O)c1cccc2nc3ccc4c(OCC#N)cccc4c3nc12. Reaction SMILES: [Br:35][CH2:36][C:37]#[N:38].[BrH:28].[CH3:1][N:2]([CH2:3][CH2:4][NH:5][C:6](=[O:7])[c:8]1[cH:9][cH:10][cH:11][c:12]2[n:13][c:14]3[cH:15][cH:16][c:17]4[c:18]([c:19]3[n:20][c:21]12)[cH:22][cH:23][cH:24][c:25]4[OH:26])[CH3:27].[CH3:29][C:30]([CH3:31])([O-:32])[CH3:33].[CH3:39][N:40]([CH3:41])[CH:42]=[O:43].[CH3:44][CH2:45][O:46][C:47](=[O:48])[CH3:49].[K+:34]>>[CH3:1][N:2]([CH2:3][CH2:4][NH:5][C:6](=[O:7])[c:8]1[cH:9][cH:10][cH:11][c:12]2[n:13][c:14]3[cH:15][cH:16][c:17]4[c:18]([c:19]3[n:20][c:21]12)[cH:22][cH:23][cH:24][c:25]4[O:26][CH2:36][C:37]#[N:38])[CH3:27]. Starting materials: C1CCOC1, CN(C)CCN, O=C(OCc1ccccc1)N1CCC(S(=O)(=O)Cl)CC1. Yields the product CN(C)CCNS(=O)(=O)C1CCN(C(=O)OCc2ccccc2)CC1. As a reaction SMILES: [CH2:27]1[O:28][CH2:29][CH2:30][CH2:31]1.[CH3:21][N:22]([CH2:23][CH2:24][NH2:25])[CH3:26].[Cl:1][S:2](=[O:3])(=[O:4])[CH:5]1[CH2:6][CH2:7][N:8]([C:11](=[O:12])[O:13][CH2:14][c:15]2[cH:16][cH:17][cH:18][cH:19][cH:20]2)[CH2:9][CH2:10]1>>[S:2](=[O:3])(=[O:4])([CH:5]1[CH2:6][CH2:7][N:8]([C:11](=[O:12])[O:13][CH2:14][c:15]2[cH:16][cH:17][cH:18][cH:19][cH:20]2)[CH2:9][CH2:10]1)[NH:25][CH2:24][CH2:23][N:22]([CH3:21])[CH3:26].